From a dataset of the Open Reaction Database (ORD), a public repository of structured organic reaction records. describe an organic reaction: reactants, conditions, products, and yield Product: OC1CN(C1)C(=O)N1CC(CC(C1)C1=CC=C(C=C1)C(F)(F)F)C1=NC(=NO1)CC1(CC1)CO ((3-Hydroxyazetidin-1-yl) {3-(3-{[1-(hydroxymethyl)cyclopropyl]methyl}-1,2,4-oxadiazol-5-yl)-5-[4-(trifluoromethyl)phenyl]piperidin-1-yl}methanone). Reaction SMILES: [OH:1][CH:2]1[CH2:5][N:4]([C:6]([N:8]2[CH2:13][CH:12]([C:14]3[CH:19]=[CH:18][C:17]([C:20]([F:23])([F:22])[F:21])=[CH:16][CH:15]=3)[CH2:11][CH:10]([C:24](O)=[O:25])[CH2:9]2)=[O:7])[CH2:3]1.O[N:28]=[C:29]([NH2:36])[CH2:30][C:31]1([CH2:34][OH:35])[CH2:33][CH2:32]1>>[OH:1][CH:2]1[CH2:3][N:4]([C:6]([N:8]2[CH2:13][CH:12]([C:14]3[CH:15]=[CH:16][C:17]([C:20]([F:23])([F:21])[F:22])=[CH:18][CH:19]=3)[CH2:11][CH:10]([C:24]3[O:25][N:36]=[C:29]([CH2:30][C:31]4([CH2:34][OH:35])[CH2:33][CH2:32]4)[N:28]=3)[CH2:9]2)=[O:7])[CH2:5]1. Procedure details: 100 mg (0.27 mmol) of the compound from Example 101A and 67 mg (0.40 mmol) of the compound from Example 67A were reacted according to the General Method 2. Yield: 33 mg (26% of theory) The reactants are OC1CN(C1)C(=O)N1CC(CC(C1)C1=CC=C(C=C1)C(F)(F)F)C(=O)O (1-[(3-Hydroxyazetidin-1-yl)carbonyl]-5-[4-(trifluoromethyl)phenyl]piperidine-3-carboxylic acid), ON=C(CC1(CC1)CO)N (N′-Hydroxy-2-[1-(hydroxymethyl)cyclopropyl]ethanimidamide). Starting materials: OBO, COc1cc2c(cc1Br)C(c1cccc(C#N)c1)=NCC(=O)N2C, c1ccccc1, OB(O)c1ccco1. Yields the product COc1cc2c(cc1-c1ccco1)C(c1cccc(C#N)c1)=NCC(=O)N2C. As a reaction SMILES: [BH:25]([OH:26])[OH:27].[Br:1][c:2]1[cH:3][c:4]2[c:5]([cH:21][c:22]1[O:23][CH3:24])[N:6]([CH3:20])[C:7](=[O:19])[CH2:8][N:9]=[C:10]2[c:11]1[cH:12][c:13]([C:14]#[N:15])[cH:16][cH:17][cH:18]1.[cH:28]1[cH:29][cH:30][cH:31][cH:32][cH:33]1.[o:34]1[c:35]([B:39]([OH:40])[OH:41])[cH:36][cH:37][cH:38]1>>[c:2]1(-[c:35]2[o:34][cH:38][cH:37][cH:36]2)[cH:3][c:4]2[c:5]([cH:21][c:22]1[O:23][CH3:24])[N:6]([CH3:20])[C:7](=[O:19])[CH2:8][N:9]=[C:10]2[c:11]1[cH:12][c:13]([C:14]#[N:15])[cH:16][cH:17][cH:18]1.